describe an organic reaction: reactants, conditions, products, and yield From a dataset of the Open Reaction Database (ORD), a public repository of structured organic reaction records. The reactants are solution, [H-].C(C(C)C)[Al+]CC(C)C (diisobutylaluminum hydride), C1OC(CC[C@@H]2[C@H]3CC(O[C@H]3C[C@H]2OC(C2=CC=CC=C2)=O)=O)(COC2=CC=CC=C2)OC1 ((1S,5R,6R,7R)-6-(3,3-ethylenedioxy-4-phenoxy-1-butyl)-7-benzoyloxy-2-oxabicyclo[3,3,0]octan-3-one). Solvent: C1(=CC=CC=C1)C (toluene), C1(=CC=CC=C1)C (toluene). Conditions: time 30 minute. Yields the product C1OC(CC[C@H]2[C@@H](C[C@@H]3OC(C[C@@H]32)O)O)(COC3=CC=CC=C3)OC1 ((2RS,3aR,4R,5R,6aS)-4-(3,3-Ethylenedioxy-4-phenoxy-1-butyl)-2,5-dihydroxyperhydrocyclopenta[b]furan). Reaction SMILES: [H-].C([Al+]CC(C)C)C(C)C.[CH2:11]1[CH2:43][O:42][C:13]([CH2:34][O:35][C:36]2[CH:41]=[CH:40][CH:39]=[CH:38][CH:37]=2)([CH2:14][CH2:15][C@H:16]2[C@H:23]([O:24]C(=O)C3C=CC=CC=3)[CH2:22][C@H:21]3[C@@H:17]2[CH2:18][C:19](=[O:33])[O:20]3)[O:12]1>C1(C)C=CC=CC=1>[CH2:43]1[CH2:11][O:12][C:13]([CH2:34][O:35][C:36]2[CH:41]=[CH:40][CH:39]=[CH:38][CH:37]=2)([CH2:14][CH2:15][C@@H:16]2[C@@H:17]3[C@@H:21]([O:20][CH:19]([OH:33])[CH2:18]3)[CH2:22][C@H:23]2[OH:24])[O:42]1 |f:0.1|. Procedure: At -60° under argon, 16 ml. of a 20% solution of diisobutylaluminum hydride in toluene was added dropwise to a solution of 1.65 g. of (1S,5R,6R,7R)-6-(3,3-ethylenedioxy-4-phenoxy-1-butyl)-7-benzoyloxy-2-oxabicyclo[3,3,0]octan-3-one (produced in accordance with Example 2[a]) in 100 ml. of absolute toluene; the mixture was stirred for 30 minutes. By the dropwise addition of 5 ml. of isopropanol, the reaction was terminated, and the mixture was stirred for 30 minutes at 0° while adding 100 ml. of b... Starting materials: CC(C)(C=O)c1cc(NC(=O)Nc2ccc(-c3cn4c(n3)sc3cc(OCCN5CCOCC5)ccc34)cc2)no1, CC(=O)O, [O-][Cl+][O-], [Na+], [Na+], [OH-], O, NS(=O)(=O)O. Yields the product CC(C)(C(=O)O)c1cc(NC(=O)Nc2ccc(-c3cn4c(n3)sc3cc(OCCN5CCOCC5)ccc34)cc2)no1. As a reaction SMILES: [CH3:1][C:2]([CH:3]=[O:4])([CH3:5])[c:6]1[cH:7][c:8]([NH:11][C:12](=[O:13])[NH:14][c:15]2[cH:16][cH:17][c:18](-[c:21]3[n:22][c:23]4[s:24][c:25]5[c:26]([n:27]4[cH:28]3)[cH:29][cH:30][c:31]([O:33][CH2:34][CH2:35][N:36]3[CH2:37][CH2:38][O:39][CH2:40][CH2:41]3)[cH:32]5)[cH:19][cH:20]2)[n:9][o:10]1.[CH3:53][C:54](=[O:55])[OH:56].[Cl+:47]([O-:48])[O-:49].[Na+:50].[Na+:52].[OH-:51].[OH2:57].[S:42]([OH:43])([NH2:44])(=[O:45])=[O:46]>>[CH3:1][C:2]([C:3](=[O:4])[OH:43])([CH3:5])[c:6]1[cH:7][c:8]([NH:11][C:12](=[O:13])[NH:14][c:15]2[cH:16][cH:17][c:18](-[c:21]3[n:22][c:23]4[s:24][c:25]5[c:26]([n:27]4[cH:28]3)[cH:29][cH:30][c:31]([O:33][CH2:34][CH2:35][N:36]3[CH2:37][CH2:38][O:39][CH2:40][CH2:41]3)[cH:32]5)[cH:19][cH:20]2)[n:9][o:10]1. The reactants are CC(C)(C)OC(=O)NCCC(=O)Nc1ccon1, Cl, C1COCCO1. The product is Cl, NCCC(=O)Nc1ccon1. As a reaction SMILES: [C:1]([O:2][C:3](=[O:4])[NH:7][CH2:8][CH2:9][C:10]([NH:11][c:12]1[n:13][o:14][cH:15][cH:16]1)=[O:17])([CH3:5])([CH3:6])[CH3:18].[ClH:19].[O:20]1[CH2:21][CH2:22][O:23][CH2:24][CH2:25]1>>[ClH:19].[NH2:7][CH2:8][CH2:9][C:10]([NH:11][c:12]1[n:13][o:14][cH:15][cH:16]1)=[O:17]. Starting materials: hydrochloride salt, N (NH3), ON=C(C=1C=NC=NC1)Cl (N-Hydroxypyrimidine-5-carbimidoyl chloride), ClC1=CC=C(C=C1)C#C (1-chloro-4-ethynylbenzene). Product: ClC1=CC=C(C=C1)C1=CC(=NO1)C=1C=NC=NC1 (5-(4-Chlorophenyl)-3-(pyrimidin-5-yl)isoxazole). RXN SMILES: [OH:1][N:2]=[C:3](Cl)[C:4]1[CH:5]=[N:6][CH:7]=[N:8][CH:9]=1.[Cl:11][C:12]1[CH:17]=[CH:16][C:15]([C:18]#[CH:19])=[CH:14][CH:13]=1.N>>[Cl:11][C:12]1[CH:17]=[CH:16][C:15]([C:18]2[O:1][N:2]=[C:3]([C:4]3[CH:5]=[N:6][CH:7]=[N:8][CH:9]=3)[CH:19]=2)=[CH:14][CH:13]=1. Reported procedure: The titled compound was prepared as the hydrochloride salt according to Method CB using the product of Example 44B (79 mg, 0.5 mmol) and 1-chloro-4-ethynylbenzene (Aldrich, 68 mg, 0.5 mmol). 1H NMR (300 MHz, DMSO-d6) δ 7.69 (dt, J=9.0, 2.3, Hz, 2H), 7.82 (s, 1H), 7.94 (dt, J=9.0, 2.4 Hz, 2H), 9.32 (s, 2H), 9.35 (s, 1H) ppm; MS (DCI/NH3) m/z 260 (M+H)+, 258 (M+H)+.